This data is from the Open Reaction Database (ORD), a public repository of structured organic reaction records. The task is: describe an organic reaction: reactants, conditions, products, and yield Starting materials: O1C(CC(C2=CC=C(C=C2)OC)OC(C2=CC=C(C=C2)OC)CC2CO2)C1 (2,3-Epoxypropyl-4-methoxybenzyl ether), N1C=NC=C1 (imidazole), O1CCCC1 (tetrahydrofuran). The product is OC(CN1C=NC=C1)COCC1=CC=C(C=C1)OC (1-[2-hydroxy-3-[(4-methoxyphenyl)methoxy]propyl]-1H-imidazole). As a reaction SMILES: O1CC1C[CH:4]([O:13][CH:14]([CH2:23][CH:24]1OC1)C1C=CC(OC)=CC=1)[C:5]1[CH:10]=[CH:9][C:8]([O:11][CH3:12])=[CH:7][CH:6]=1.[NH:28]1[CH:32]=[CH:31][N:30]=[CH:29]1.[O:33]1CCCC1>>[OH:33][CH:23]([CH2:14][O:13][CH2:4][C:5]1[CH:6]=[CH:7][C:8]([O:11][CH3:12])=[CH:9][CH:10]=1)[CH2:24][N:28]1[CH:32]=[CH:31][N:30]=[CH:29]1. Procedure details: 2,3-Epoxypropyl-4-methoxybenzyl ether (100 g, 0.515 mol) in dry tetrahydrofuran (200 ml) was treated with imidazole (44.4 g, 0.653 mol) and heated under reflux for 16 hours. The solution was filtered and the solvent was evaporated off under reduced pressure to give a brown solid which was recrystallised from 10% water-propan-1-ol to give 1-[2-hydroxy-3-[(4-methoxyphenyl)methoxy]propyl]-1H-imidazole as a colourless crystalline solid, m.p. 96°-98° C.